This data is from the Open Reaction Database (ORD), a public repository of structured organic reaction records. The task is: describe an organic reaction: reactants, conditions, products, and yield Reactants: C1N(SC2=C1C1=CC=CC=C1C=C2)NC(=S)N2C=NC=C2 (1-[(2-naptho[1,2]thiazolyl)thiocarbamoyl]imidazole), C1(=CC=CC=C1)CCN (2-phenylethylamine). The solvent is CN(C=O)C (N,N-dimethylformamide). The product is C1(=CC=CC=C1)CCNC(=S)NN1SC2=C(C1)C1=CC=CC=C1C=C2 (N-[2-phenylethyl]-N'-[2-naptho[1,2]thiazolyl]thiourea). Yield: 82.1%. RXN SMILES: [CH2:1]1[C:5]2[C:6]3[C:11]([CH:12]=[CH:13][C:4]=2[S:3][N:2]1[NH:14][C:15]([N:17]1[CH:21]=[CH:20]N=C1)=[S:16])=[CH:10][CH:9]=[CH:8][CH:7]=3.[C:22]1(CCN)[CH:27]=[CH:26][CH:25]=[CH:24][CH:23]=1>CN(C)C=O>[C:22]1([CH2:20][CH2:21][NH:17][C:15]([NH:14][N:2]2[CH2:1][C:5]3[C:6]4[C:11]([CH:12]=[CH:13][C:4]=3[S:3]2)=[CH:10][CH:9]=[CH:8][CH:7]=4)=[S:16])[CH:27]=[CH:26][CH:25]=[CH:24][CH:23]=1. Reported procedure: A solution of 1-[(2-naptho[1,2]thiazolyl)thiocarbamoyl]imidazole (1.6 g, 5 mmol) and 2-phenylethylamine (0.62 g, 5.2 mmol) in N,N-dimethylformamide (20 mL) was stirred at 90° C. for 1 h, the reaction was cooled to room temperature and the solvent removed in vacuo. The residue was crystallized from ethyl acetate to provide 1.5 g (82%) of the titled product: